Dataset: the Open Reaction Database (ORD), a public repository of structured organic reaction records. Task: describe an organic reaction: reactants, conditions, products, and yield Starting materials: Cl (HCl), O1C(OCC1)CC=1C=C2CCOC(C2=CC1)=O (6-(1,3-Dioxolan-2-ylmethyl)-3,4-dihydro-1H-isochromen-1-one), C(C)(=O)OCC (Ethyl acetate). Solvent: O1CCOCC1 (dioxane). Product: O=C1OCCC2=CC(=CC=C12)CC=O ((1-oxo-3,4-dihydro-1H-isochromen-6-yl)acetaldehyde). RXN SMILES: [O:1]1CCO[CH:2]1[CH2:6][C:7]1[CH:8]=[C:9]2[C:14](=[CH:15][CH:16]=1)[C:13](=[O:17])[O:12][CH2:11][CH2:10]2.Cl.C(OCC)(=O)C>O1CCOCC1>[O:17]=[C:13]1[C:14]2[C:9](=[CH:8][C:7]([CH2:6][CH:2]=[O:1])=[CH:16][CH:15]=2)[CH2:10][CH2:11][O:12]1. Procedure details: 6-(1,3-Dioxolan-2-ylmethyl)-3,4-dihydro-1H-isochromen-1-one (4.42 g, 18.9 mmol) was dissolved in dioxane (25 mL) and treated with 3 M HCl (40 mL). The reaction mixture was stirred at RT over night, and then was warmed to 50° C. for 2 hrs to drive the reaction to completion. Ethyl acetate was added and the layers were separated. The aqueous layer was extracted again with ethyl acetate, and the combined organic layers were washed with brine and dried over MgSO4 to afford the title compound. LCMS: ... The reactants are N(=[N+]=[N-])CC(F)(F)C1=NC=C(C=C1)Cl (2-(2-Azido-1,1-difluoro-ethyl)-5-chloro-pyridine), [OH-].[Na+] (NaOH), C1(=CC=CC=C1)P(C1=CC=CC=C1)C1=CC=CC=C1 (triphenylphosphine), [OH-].[NH4+] (Ammonium hydroxide). Run in C1CCOC1 (THF). Run at time 16 hour. Product: FC(CN)(C1=NC=C(C=C1)Cl)F (2,2-Difluoro-2-(5-chloro-pyridin-2-yl)-ethylamine). The yield is 93.7%. RXN SMILES: [N:1]([CH2:4][C:5]([C:8]1[CH:13]=[CH:12][C:11]([Cl:14])=[CH:10][N:9]=1)([F:7])[F:6])=[N+]=[N-].C1(P(C2C=CC=CC=2)C2C=CC=CC=2)C=CC=CC=1.[OH-].[NH4+].[OH-].[Na+]>C1COCC1>[F:7][C:5]([F:6])([C:8]1[CH:13]=[CH:12][C:11]([Cl:14])=[CH:10][N:9]=1)[CH2:4][NH2:1] |f:2.3,4.5|. Procedure: To a solution of 2-(2-Azido-1,1-difluoro-ethyl)-5-chloro-pyridine (1.94 g, 8.87 mmol) (prepared essentially as described for Example 14b) in THF (30 mL) cooled in an ice bath were added triphenylphosphine pellets (2.6 g, 9.76 mmol). The mixture was stirred at room temperature for 16 h. Ammonium hydroxide solution (10 mL) was added to the mixture followed by additional stirring for 4 h. NaOH solution (3 N, 40 mL) was then added and the mixture was heated at 40° C. for 1 h. The organic layer was s...